Dataset: the Open Reaction Database (ORD), a public repository of structured organic reaction records. Task: describe an organic reaction: reactants, conditions, products, and yield Starting materials: COC(=O)C1CN(C(=O)OC(C)(C)C)CCC1CCCOS(C)(=O)=O, CN(C)C=O, CCOC(C)=O, Cl, [H-], [Na+], N#Cc1ccc2c(c1)NC(=O)CO2, O. Product: COC(=O)C1CN(C(=O)OC(C)(C)C)CCC1CCCN1C(=O)COc2ccc(C#N)cc21. As a reaction SMILES: [CH3:16][S:17]([O:18][CH2:21][CH2:22][CH2:23][CH:24]1[CH:25]([C:37](=[O:38])[O:39][CH3:40])[CH2:26][N:27]([C:30](=[O:31])[O:32][C:33]([CH3:34])([CH3:35])[CH3:36])[CH2:28][CH2:29]1)(=[O:19])=[O:20].[CH3:42][N:43]([CH3:44])[CH:45]=[O:46].[CH3:47][CH2:48][O:49][C:50](=[O:51])[CH3:52].[ClH:41].[H-:14].[Na+:15].[O:1]=[C:2]1[CH2:3][O:4][c:5]2[c:6]([cH:8][c:9]([C:12]#[N:13])[cH:10][cH:11]2)[NH:7]1.[OH2:53]>>[O:1]=[C:2]1[CH2:3][O:4][c:5]2[c:6]([cH:8][c:9]([C:12]#[N:13])[cH:10][cH:11]2)[N:7]1[CH2:21][CH2:22][CH2:23][CH:24]1[CH:25]([C:37](=[O:38])[O:39][CH3:40])[CH2:26][N:27]([C:30](=[O:31])[O:32][C:33]([CH3:34])([CH3:35])[CH3:36])[CH2:28][CH2:29]1. As a reaction SMILES: [CH:1]1[CH:10]=[C:9]2[C:4]([CH:5]=[C:6]([SH:11])[CH:7]=[CH:8]2)=[CH:3][CH:2]=1.[C:12]([C:16]1[CH:21]=[CH:20][CH:19]=[C:18]([C:22]([CH3:25])([CH3:24])[CH3:23])[C:17]=1[OH:26])([CH3:15])([CH3:14])[CH3:13].C=O.[CH2:29](NCCCC)CCC>C(O)C>[C:22]([C:18]1[CH:19]=[C:20]([CH:21]=[C:16]([C:12]([CH3:15])([CH3:14])[CH3:13])[C:17]=1[OH:26])[CH2:29][C:5]1[C:4]2[C:9](=[CH:10][CH:1]=[CH:2][CH:3]=2)[CH:8]=[CH:7][C:6]=1[SH:11])([CH3:25])([CH3:24])[CH3:23]. Procedure details: Thio-2-naphthol (16.0 g, 0.1 mol), 2,6-di-tertbutylphenol (20.6 g, 0.1 mol), paraformaldehyde (3.0 g, 0.1 mol) and di-n-butylamine (1 ml) in ethanol (100 ml) are heated, under reflux for thirteen hours, after which time thin layer chromatography shows the reaction to be complete. A small amount of solid impurity is filtered off and the solvent removed by rotary evaporation. A yellow oil is left which solidifies below 30° C. Petroleum (40°-60°) is added and a white solid (20.9 g, 55% of theory) o... Yields the product C(C)(C)(C)C=1C=C(CC2=C(C=CC3=CC=CC=C23)S)C=C(C1O)C(C)(C)C ((3,5-Di-tert-butyl-4-hydroxybenzyl)-2-mercaptonaphthalene). Reactants: C1=CC=C2C=C(C=CC2=C1)S (Thio-2-naphthol), C(C)(C)(C)C1=C(C(=CC=C1)C(C)(C)C)O (2,6-di-tertbutylphenol), C=O (paraformaldehyde), C(CCC)NCCCC (di-n-butylamine). Run in C(C)O (ethanol). The reactants are C1OC=2C=C(C=CC2O1)C=1C=CC2=C(C=C(CCS2)C(=O)OC)C1 (methyl 7-(3,4-methylenedioxyphenyl)-2,3-dihydro-1-benzothiepine-4-carboxylate), [OH-].[Na+] (sodium hydroxide). The solvent is Cl (hydrochloric acid), C(C)O.C1CCOC1 (ethanol THF). Run at time 64 hour. The product is C1OC=2C=C(C=CC2O1)C=1C=CC2=C(C=C(CCS2)C(=O)O)C1 (7-(3,4-methylenedioxyphenyl)-2,3-dihydro-1-benzothiepine-4-carboxylic acid). The yield is 88.8%. RXN SMILES: [CH2:1]1[O:9][C:8]2[CH:7]=[CH:6][C:5]([C:10]3[CH:11]=[CH:12][C:13]4[S:19][CH2:18][CH2:17][C:16]([C:20]([O:22]C)=[O:21])=[CH:15][C:14]=4[CH:24]=3)=[CH:4][C:3]=2[O:2]1.[OH-].[Na+]>C(O)C.C1COCC1.Cl>[CH2:1]1[O:9][C:8]2[CH:7]=[CH:6][C:5]([C:10]3[CH:11]=[CH:12][C:13]4[S:19][CH2:18][CH2:17][C:16]([C:20]([OH:22])=[O:21])=[CH:15][C:14]=4[CH:24]=3)=[CH:4][C:3]=2[O:2]1 |f:1.2,3.4|. Procedure details: To a solution of methyl 7-(3,4-methylenedioxyphenyl)-2,3-dihydro-1-benzothiepine-4-carboxylate (0.6 g) in ethanol/THF (10/10 ml) was added at room temperature 1N sodium hydroxide solution (2 ml), and the mixture was stirred for 64 hours. To the mixture was added iN hydrochloric acid (3 ml), and the mixture was concentrated. The resulting solid was collected by filtration, which was washed with water, 2-propanol and diisopropylether to give pale yellow powder of 7-(3,4-methylenedioxyphenyl)-2,3-d... Yield: 66.0%. Solvent: C(C)O (ethanol). The product is C(C)C1(CCCN2CCC3=C(C12)NC1=CC=CC=C13)C(=O)O (1-ethyl-1-carboxy-indolo(2,3-a)quinolizidine). As a reaction SMILES: [CH2:1]([C:3]1([C:20]([O:22]CC)=[O:21])[CH:12]2[N:7]([CH2:8][CH2:9][C:10]3[C:19]4[C:14](=[CH:15][CH:16]=[CH:17][CH:18]=4)[NH:13][C:11]=32)[CH2:6][CH2:5][CH2:4]1)[CH3:2].[OH-].[K+]>C(O)C>[CH2:1]([C:3]1([C:20]([OH:22])=[O:21])[CH:12]2[N:7]([CH2:8][CH2:9][C:10]3[C:19]4[C:14](=[CH:15][CH:16]=[CH:17][CH:18]=4)[NH:13][C:11]=32)[CH2:6][CH2:5][CH2:4]1)[CH3:2] |f:1.2|. Procedure: Into a solution of 6.8 g of 1-ethyl-1-ethoxycarbonyl-indolo(2,3-a)quinolizidine (12b-H; 1-C2H5 cis-isomer) obtained in the preceding example (d), in 100 ml of 95% ethanol, there are added 6.8 g of potassium hydroxide. The mixture is refluxed for 12 hours, the solvent evaporated under reduced pressure and the residue taken up in ice water and acidified with HCl to pH=4.5. The precipitated product is separated, washed and dried. 4.1 g of acid are thus obtained. Starting materials: C(C)C1(CCCN2CCC3=C(C12)NC1=CC=CC=C13)C(=O)OCC (1-ethyl-1-ethoxycarbonyl-indolo(2,3-a)quinolizidine), [OH-].[K+] (potassium hydroxide). Starting materials: CC(CN(C)C)N1c2ccccc2Sc2ccc(C(N)=S)cc21, CCO, NCC1CCCCC1, S. Yields the product CC(CN(C)C)N1c2ccccc2Sc2ccc(C(=S)NCC3CCCCC3)cc21. Reaction SMILES: [CH3:1][N:2]([CH2:3][CH:4]([CH3:5])[N:6]1[c:7]2[cH:8][cH:9][cH:10][cH:11][c:12]2[S:13][c:14]2[cH:15][cH:16][c:17]([C:20]([NH2:21])=[S:22])[cH:18][c:19]21)[CH3:23].[CH3:33][CH2:34][OH:35].[CH:24]1([CH2:30][NH2:31])[CH2:25][CH2:26][CH2:27][CH2:28][CH2:29]1.[SH2:32]>>[CH3:1][N:2]([CH2:3][CH:4]([CH3:5])[N:6]1[c:7]2[cH:8][cH:9][cH:10][cH:11][c:12]2[S:13][c:14]2[cH:15][cH:16][c:17]([C:20]([NH:21][CH2:30][CH:24]3[CH2:25][CH2:26][CH2:27][CH2:28][CH2:29]3)=[S:22])[cH:18][c:19]21)[CH3:23]. Starting materials: C1CCOC1, COC(C(=O)NC1CN(C(=O)OCc2ccccc2)CCNC1=O)C1OC(C)(C)OC(C=CC(C)(C)C)C1O, Cl, [Na+], [OH-]. The product is COC(C(=O)NC1CN(C(=O)OCc2ccccc2)CCNC1=O)C(O)C(O)C(O)C=CC(C)(C)C. Reaction SMILES: [CH2:43]1[O:44][CH2:45][CH2:46][CH2:47]1.[CH3:1][C:2]([CH:3]=[CH:4][CH:5]1[CH:6]([OH:37])[CH:7]([CH:13]([C:14](=[O:15])[NH:16][CH:17]2[C:18](=[O:34])[NH:19][CH2:20][CH2:21][N:22]([C:24](=[O:25])[O:26][CH2:27][c:28]3[cH:29][cH:30][cH:31][cH:32][cH:33]3)[CH2:23]2)[O:35][CH3:36])[O:8][C:9]([CH3:11])([CH3:12])[O:10]1)([CH3:38])[CH3:39].[ClH:40].[Na+:42].[OH-:41]>>[CH3:1][C:2]([CH:3]=[CH:4][CH:5]([CH:6]([CH:7]([OH:8])[CH:13]([C:14](=[O:15])[NH:16][CH:17]1[C:18](=[O:34])[NH:19][CH2:20][CH2:21][N:22]([C:24](=[O:25])[O:26][CH2:27][c:28]2[cH:29][cH:30][cH:31][cH:32][cH:33]2)[CH2:23]1)[O:35][CH3:36])[OH:37])[OH:10])([CH3:38])[CH3:39]. Starting materials: BrC(Br)(Br)Br, CC(=O)Oc1c(C)cc(CO)cc1C, C1CCOC1, c1ccc(P(c2ccccc2)c2ccccc2)cc1. The product is CC(=O)Oc1c(C)cc(CBr)cc1C. As a reaction SMILES: [Br:15][C:16]([Br:17])([Br:18])[Br:19].[C:1]([CH3:2])(=[O:3])[O:4][c:5]1[c:6]([CH3:14])[cH:7][c:8]([CH2:12][OH:13])[cH:9][c:10]1[CH3:11].[O:39]1[CH2:40][CH2:41][CH2:42][CH2:43]1.[c:20]1([P:21]([c:22]2[cH:23][cH:24][cH:25][cH:26][cH:27]2)[c:28]2[cH:29][cH:30][cH:31][cH:32][cH:33]2)[cH:34][cH:35][cH:36][cH:37][cH:38]1>>[C:1]([CH3:2])(=[O:3])[O:4][c:5]1[c:6]([CH3:14])[cH:7][c:8]([CH2:12][Br:15])[cH:9][c:10]1[CH3:11]. Reactants: Cl.NC1=C(C=C(C=C1)C=1NC[C@@H](N1)C)[N+](=O)[O-] (2-(4-amino-3-nitrophenyl)-4(5)-methyl-2-imidazoline-hydrochloride). Reagents/catalysts: [Ni] (Raney-nickel). The solvent is CO (methanol). The product is Cl.NC=1C=C(C=CC1N)C=1NC[C@@H](N1)C (2-(3,4-diaminophenyl)-4(5)-methyl-2-imidazoline-hydrochloride). Reaction SMILES: [ClH:1].[NH2:2][C:3]1[CH:8]=[CH:7][C:6]([C:9]2[NH:10][CH2:11][C@H:12]([CH3:14])[N:13]=2)=[CH:5][C:4]=1[N+:15]([O-])=O>CO.[Ni]>[ClH:1].[NH2:15][C:4]1[CH:5]=[C:6]([C:9]2[NH:10][CH2:11][C@H:12]([CH3:14])[N:13]=2)[CH:7]=[CH:8][C:3]=1[NH2:2] |f:0.1,4.5|. Procedure details: 51 g of 2-(4-amino-3-nitrophenyl)-4(5)-methyl-2-imidazoline-hydrochloride are hydrogenated in 1 l of methanol with Raney-nickel at room temperature. After termination of the hydrogen absorption, the catalyst is filtered off with suction and the filtrate is brought to dryness under reduced pressure. The remaining oil is recrystallized from isopropanol. Yield: 42.6 g (corresponding to 94% of theor. yield),